Dataset: the Open Reaction Database (ORD), a public repository of structured organic reaction records. Task: describe an organic reaction: reactants, conditions, products, and yield Reactants: O=Cc1ccc(OCc2ccccc2)c(O)c1, BrC1CCCC1, [K+], [K+], O=C([O-])[O-], CN(C)C=O. The product is O=Cc1ccc(OCc2ccccc2)c(OC2CCCC2)c1. Reaction SMILES: [CH2:1]([c:2]1[cH:3][cH:4][cH:5][cH:6][cH:7]1)[O:8][c:9]1[c:10]([OH:17])[cH:11][c:12]([CH:13]=[O:14])[cH:15][cH:16]1.[CH:18]1([Br:23])[CH2:19][CH2:20][CH2:21][CH2:22]1.[K+:24].[K+:25].[O-:26][C:27]([O-:28])=[O:29].[O:30]=[CH:31][N:32]([CH3:33])[CH3:34]>>[CH2:1]([c:2]1[cH:3][cH:4][cH:5][cH:6][cH:7]1)[O:8][c:9]1[c:10]([O:17][CH:18]2[CH2:19][CH2:20][CH2:21][CH2:22]2)[cH:11][c:12]([CH:13]=[O:14])[cH:15][cH:16]1.